Task: describe an organic reaction: reactants, conditions, products, and yield. Dataset: the Open Reaction Database (ORD), a public repository of structured organic reaction records Reactants: COc1ccccc1CC(=O)O, O=C(O)C(F)(F)F, FC(F)(F)c1ccc(CCNc2ccc3ncsc3c2)cc1. The product is COc1ccccc1CC(=O)N(CCc1ccc(C(F)(F)F)cc1)c1ccc2ncsc2c1. Reaction SMILES: [CH3:30][O:31][c:32]1[c:33]([CH2:38][C:39](=[O:40])[OH:41])[cH:34][cH:35][cH:36][cH:37]1.[F:1][C:2]([F:3])([F:4])[C:5]([OH:6])=[O:7].[s:8]1[cH:9][n:10][c:11]2[c:12]1[cH:13][c:14]([NH:17][CH2:18][CH2:19][c:20]1[cH:21][cH:22][c:23]([C:26]([F:27])([F:28])[F:29])[cH:24][cH:25]1)[cH:15][cH:16]2>>[s:8]1[cH:9][n:10][c:11]2[c:12]1[cH:13][c:14]([N:17]([CH2:18][CH2:19][c:20]1[cH:21][cH:22][c:23]([C:26]([F:27])([F:28])[F:29])[cH:24][cH:25]1)[C:39]([CH2:38][c:33]1[c:32]([O:31][CH3:30])[cH:37][cH:36][cH:35][cH:34]1)=[O:40])[cH:15][cH:16]2. The reactants are Nc1ccc(F)cc1F, NS(=O)(=O)c1ccc(C=O)cc1. Yields the product NS(=O)(=O)c1ccc(C=Nc2ccc(F)cc2F)cc1. RXN SMILES: [F:13][c:14]1[c:15]([NH2:16])[cH:17][cH:18][c:19]([F:21])[cH:20]1.[S:1]([NH2:2])(=[O:3])(=[O:4])[c:5]1[cH:6][cH:7][c:8]([CH:9]=[O:10])[cH:11][cH:12]1>>[S:1]([NH2:2])(=[O:3])(=[O:4])[c:5]1[cH:6][cH:7][c:8]([CH:9]=[N:16][c:15]2[c:14]([F:13])[cH:20][c:19]([F:21])[cH:18][cH:17]2)[cH:11][cH:12]1.